From a dataset of the Open Reaction Database (ORD), a public repository of structured organic reaction records. describe an organic reaction: reactants, conditions, products, and yield The reactants are [OH-].[Al+3].[Li+].[OH-].[OH-].[OH-] (lithium aluminum hydroxide), [H-].[Al+3].[Li+].[H-].[H-].[H-] (lithium aluminum hydride), FC(C1=CC2=C(SC3=C(CC2Cl)C(=CC=C3)Cl)C=C1)(F)F (2-trifluoromethyl-9-chloro-11-chloro-10,11-dihydrodibenzo[b,f]thiepin), O (water). Run in O1CCCC1 (tetrahydrofuran), O1CCCC1 (tetrahydrofuran). Yields the product FC(C1=CC2=C(SC3=C(CC2)C(=CC=C3)Cl)C=C1)(F)F (2-trifluoromethyl-9-chloro-10,11-dihydrodibenzo[b,f]thiepin). Yield: 18.0%. RXN SMILES: [H-].[Al+3].[Li+].[H-].[H-].[H-].[F:7][C:8]([F:27])([F:26])[C:9]1[CH:25]=[CH:24][C:12]2[S:13][C:14]3[CH:22]=[CH:21][CH:20]=[C:19]([Cl:23])[C:15]=3[CH2:16][CH:17](Cl)[C:11]=2[CH:10]=1.O.[OH-].[Al+3].[Li+].[OH-].[OH-].[OH-]>O1CCCC1>[F:27][C:8]([F:7])([F:26])[C:9]1[CH:25]=[CH:24][C:12]2[S:13][C:14]3[CH:22]=[CH:21][CH:20]=[C:19]([Cl:23])[C:15]=3[CH2:16][CH2:17][C:11]=2[CH:10]=1 |f:0.1.2.3.4.5,8.9.10.11.12.13|. Reported procedure: To the mixture of 0.2 g of lithium aluminum hydride and 20 ml of anydrous tetrahydrofuran was added with stirring under ice-cooling 400 mg of 2-trifluoromethyl-9-chloro-11-chloro-10,11-dihydrodibenzo[b,f]thiepin dissolved in 10 ml of anhydrous tetrahydrofuran. Thereafter, the mixture was reacted under cooling for 0.5 hr. at the room temperature and further under reflux condition for 3.5 hrs. After cooling, to the mixture was added water with stirring under cooling to decompose an excess of lithi... The reactants are CO, O=C(O)C(F)(F)F, N, CC(C)(C)OCCn1cc(-c2cnc(N)c(-c3nc4ccccc4o3)c2)cn1. Yields the product Nc1ncc(-c2cnn(CCO)c2)cc1-c1nc2ccccc2o1. RXN SMILES: [CH3:37][OH:38].[F:30][C:31]([F:32])([F:33])[C:34]([OH:35])=[O:36].[NH3:29].[o:1]1[c:2](-[c:10]2[c:11]([NH2:28])[n:12][cH:13][c:14](-[c:16]3[cH:17][n:18][n:19]([CH2:21][CH2:22][O:23][C:24]([CH3:25])([CH3:26])[CH3:27])[cH:20]3)[cH:15]2)[n:3][c:4]2[c:5]1[cH:6][cH:7][cH:8][cH:9]2>>[o:1]1[c:2](-[c:10]2[c:11]([NH2:28])[n:12][cH:13][c:14](-[c:16]3[cH:17][n:18][n:19]([CH2:21][CH2:22][OH:23])[cH:20]3)[cH:15]2)[n:3][c:4]2[c:5]1[cH:6][cH:7][cH:8][cH:9]2. Starting materials: C(CCC)P(CCCC)CCCC (Tri-n-butylphosphine), FC=1C=C(C=CC1)S(=O)(=O)OC=1C=C(C=C(C1)C)O (3-(3-fluorophenylsulfonyloxy)-5-methylphenol), C(CCO)O (1,3-propanediol), N(=NC(=O)N1CCCCC1)C(=O)N1CCCCC1 (1,1'-(azodicarbonyl)dipiperidine). Solvent: O1CCCC1 (tetrahydrofuran), C(C)OCC (Diethyl ether). Conditions: temperature 0 celsius, time 5 minute. Yields the product FC=1C=C(C=CC1)S(=O)(=O)OC=1C=C(OCCCO)C=C(C1)C (3-[3-(3-Fluorophenylsulfonyloxy)-5-methylphenoxy]propanol). Yield: 78.0%. Reaction SMILES: [F:1][C:2]1[CH:3]=[C:4]([S:8]([O:11][C:12]2[CH:13]=[C:14]([OH:19])[CH:15]=[C:16]([CH3:18])[CH:17]=2)(=[O:10])=[O:9])[CH:5]=[CH:6][CH:7]=1.[CH2:20](O)[CH2:21][CH2:22][OH:23].N(C(N1CCCCC1)=O)=NC(N1CCCCC1)=O.C(P(CCCC)CCCC)CCC>C(OCC)C.O1CCCC1>[F:1][C:2]1[CH:3]=[C:4]([S:8]([O:11][C:12]2[CH:13]=[C:14]([CH:15]=[C:16]([CH3:18])[CH:17]=2)[O:19][CH2:20][CH2:21][CH2:22][OH:23])(=[O:9])=[O:10])[CH:5]=[CH:6][CH:7]=1. Procedure details: A solution of 3-(3-fluorophenylsulfonyloxy)-5-methylphenol (930 mg, 3.3 mmol, as prepared in the preceding step), 1,3-propanediol (0.75 mL, 10 mmol), 1,1'-(azodicarbonyl)dipiperidine (1.76 g, 7.0 mmol), and anhydrous tetrahydrofuran (20 mL) was cooled to 0° C. under nitrogen. Tri-n-butylphosphine (1.7 mL, 7.0 mmol) was added dropwise over 8.5 minutes. The mixture was stirred at 0° C. for 5 minutes then at ambient temperature for 5.5 hours. Diethyl ether (100 mL) was added, and the mixture was st... Reactants: C1CCCCC1 (Cyclohexane), CC(=C(CC(=O)OC(C)(C)C)C=O)C (tert.-butyl 4-methyl-3-formyl-pent-3-enoate), FC(C(=O)O)(F)F (trifluoroacetic acid). The solvent is C(Cl)Cl (methylene chloride), C(Cl)Cl (methylene chloride). Conditions: temperature 5 celsius, time 3 hour. The product is CC(=C(CC(=O)O)C=O)C (4-methyl-3-formyl-pent-3-en-1-oic acid). The yield is 64.8%. RXN SMILES: [CH3:1][C:2]([CH3:14])=[C:3]([CH:12]=[O:13])[CH2:4][C:5]([O:7]C(C)(C)C)=[O:6].FC(F)(F)C(O)=O.C1CCCCC1>C(Cl)Cl>[CH3:1][C:2]([CH3:14])=[C:3]([CH:12]=[O:13])[CH2:4][C:5]([OH:7])=[O:6]. Procedure: A solution of 0.956 g of tert.-butyl 4-methyl-3-formyl-pent-3-enoate in 8.7 ml of methylene chloride was added at 0° to 5° C. to a mixture of 15.5 ml of trifluoroacetic acid and 20 ml of methylene chloride and the mixture was stirred at 5° C. for 3 hours. Cyclohexane was added to the mixture which was then evaporated to dryness under reduced pressure. The residue was empasted with isopropyl ether to obtain 0.444 g of 4-methyl-3-formyl-pent-3-en-1-oic acid melting at 102° C. The mother liquors we...